Dataset: the Open Reaction Database (ORD), a public repository of structured organic reaction records. Task: describe an organic reaction: reactants, conditions, products, and yield Reactants: ClC(C#N)C1=CC(=C(C=C1)OCC)OCC (α-chloro-α-(3,4-diethoxyphenyl)acetonitrile), NC(=S)N (thiourea), C(O)([O-])=O.[Na+] (sodium hydrogen carbonate). The solvent is O (water), C(C)O (ethanol). Product: C(C)OC=1C=C(C=CC1OCC)C1C(NC(S1)=N)=N (5-(3,4-diethoxyphenyl)-2,4-diiminothiazolidine). The yield is 69.7%. RXN SMILES: Cl[CH:2]([C:5]1[CH:10]=[CH:9][C:8]([O:11][CH2:12][CH3:13])=[C:7]([O:14][CH2:15][CH3:16])[CH:6]=1)[C:3]#[N:4].[NH2:17][C:18]([NH2:20])=[S:19].C(=O)([O-])O.[Na+]>C(O)C.O>[CH2:15]([O:14][C:7]1[CH:6]=[C:5]([CH:2]2[S:19][C:18](=[NH:20])[NH:17][C:3]2=[NH:4])[CH:10]=[CH:9][C:8]=1[O:11][CH2:12][CH3:13])[CH3:16] |f:2.3|. Reported procedure: 4.8 g of α-chloro-α-(3,4-diethoxyphenyl)acetonitrile and 2.3 g of thiourea, in 70 ml of ethanol, are stirred under reflux for 1 hour. After cooling, the solution is poured in 200 ml of water, neutralized with a saturated aqueous solution of sodium hydrogen carbonate and extracted with chloroform. The extract is washed with water, dried (MgSO4) and distilled to remove the chloroform. The above procedure provides 3.9 g (69.6%) of 5-(3,4-diethoxyphenyl)-2,4-diiminothiazolidine, m.p. 185°-190° C. Reactants: CCOC(=O)C(C)COc1ccc(Br)cc1C1CC(=O)NC(c2cc(Cl)ccc2C)C12C(=O)Nc1cc(Cl)ccc12, C1CCOC1, [Na+], [OH-], O. The product is Cc1ccc(Cl)cc1C1NC(=O)CC(c2cc(Br)ccc2OCC(C)C(=O)O)C12C(=O)Nc1cc(Cl)ccc12. As a reaction SMILES: [Br:1][c:2]1[cH:3][cH:4][c:5]([O:33][CH2:34][CH:35]([CH3:36])[C:37](=[O:38])[O:39][CH2:40][CH3:41])[c:6]([CH:8]2[CH2:9][C:10](=[O:32])[NH:11][CH:12]([c:24]3[c:25]([CH3:31])[cH:26][cH:27][c:28]([Cl:30])[cH:29]3)[C:13]23[C:14](=[O:23])[NH:15][c:16]2[cH:17][c:18]([Cl:22])[cH:19][cH:20][c:21]23)[cH:7]1.[CH2:45]1[O:46][CH2:47][CH2:48][CH2:49]1.[Na+:43].[OH-:42].[OH2:44]>>[Br:1][c:2]1[cH:3][cH:4][c:5]([O:33][CH2:34][CH:35]([CH3:36])[C:37](=[O:38])[OH:39])[c:6]([CH:8]2[CH2:9][C:10](=[O:32])[NH:11][CH:12]([c:24]3[c:25]([CH3:31])[cH:26][cH:27][c:28]([Cl:30])[cH:29]3)[C:13]23[C:14](=[O:23])[NH:15][c:16]2[cH:17][c:18]([Cl:22])[cH:19][cH:20][c:21]23)[cH:7]1.